Dataset: the Open Reaction Database (ORD), a public repository of structured organic reaction records. Task: describe an organic reaction: reactants, conditions, products, and yield Starting materials: C(CCC)[Li] (n-butyllithium), C(#C)[Si](C)(C)C (ethynyl(trimethyl)silane), O1C=NC(=C1)C(C)=O (1-(1,3-oxazol-4-yl)ethanone). The solvent is C1CCOC1 (THF), C1CCOC1 (THF), O (water). Conditions: temperature -78 celsius, time 10 minute. The product is O1C=NC(=C1)C(C)(C#C)O (2-(1,3-oxazol-4-yl)but-3-yn-2-ol). Reaction SMILES: C([Li])CCC.[C:6]([Si](C)(C)C)#[CH:7].[O:12]1[CH:16]=[C:15]([C:17](=[O:19])[CH3:18])[N:14]=[CH:13]1>C1COCC1.O>[O:12]1[CH:16]=[C:15]([C:17]([OH:19])([C:6]#[CH:7])[CH3:18])[N:14]=[CH:13]1. Reported procedure: To a solution of n-butyllithium (2.5M in hexane, 1.03 mL, 2.57 mmol) in THF (3 mL) at −78° C. was added dropwise ethynyl(trimethyl)silane (0.34 mL, 2.38 mmol). The reaction was stirred at −78° C. for 10 minutes and then 1-(1,3-oxazol-4-yl)ethanone (220 mg, 1.98 mmol) was added in more THF (2 mL). The reaction was stirred at −78° C. to RT for 1 hr. The mixture was then diluted with water and the volatiles removed. The product was then extracted with EtOAc (2×15 mL) and the combined organics washe... Starting materials: C(C)(=O)OCC(=O)N([C@@H]1C[C@@H](N(C2=CC=CC=C12)C(C1=CC=C(C=C1)OC)=O)C)C1=CC=C(C=C1)Cl (2-{(4-Chlorophenyl)[(2S,4R)-1-(4-methoxybenzoyl)-2-methyl-1,2,3,4-tetrahydroquinolin-4-yl]amino}-2-oxoethyl acetate), C([O-])([O-])=O.[K+].[K+] (potassium carbonate). The solvent is CO (methanol), O (water). Conditions: time 4 hour. Product: ClC1=CC=C(C=C1)N(C(CO)=O)[C@@H]1C[C@@H](N(C2=CC=CC=C12)C(C1=CC=C(C=C1)OC)=O)C (N-(4-chlorophenyl)-2-hydroxy-N-[(2S,4R)-1-(4-methoxybenzoyl)-2-methyl-1,2,3,4-tetrahydroquinolin-4-yl]acetamide). Yield: 83.4%. RXN SMILES: C([O:4][CH2:5][C:6]([N:8]([C:30]1[CH:35]=[CH:34][C:33]([Cl:36])=[CH:32][CH:31]=1)[C@H:9]1[C:18]2[C:13](=[CH:14][CH:15]=[CH:16][CH:17]=2)[N:12]([C:19](=[O:28])[C:20]2[CH:25]=[CH:24][C:23]([O:26][CH3:27])=[CH:22][CH:21]=2)[C@@H:11]([CH3:29])[CH2:10]1)=[O:7])(=O)C.C(=O)([O-])[O-].[K+].[K+]>CO.O>[Cl:36][C:33]1[CH:34]=[CH:35][C:30]([N:8]([C@H:9]2[C:18]3[C:13](=[CH:14][CH:15]=[CH:16][CH:17]=3)[N:12]([C:19](=[O:28])[C:20]3[CH:21]=[CH:22][C:23]([O:26][CH3:27])=[CH:24][CH:25]=3)[C@@H:11]([CH3:29])[CH2:10]2)[C:6](=[O:7])[CH2:5][OH:4])=[CH:31][CH:32]=1 |f:1.2.3|. Procedure details: 2-{(4-Chlorophenyl)[(2S,4R)-1-(4-methoxybenzoyl)-2-methyl-1,2,3,4-tetrahydroquinolin-4-yl]amino}-2-oxoethyl acetate (496 mg, 0.98 mmol, 1 eq.) was dissolved in methanol (12 ml). A solution of potassium carbonate (1.08 g, 7.84 mmol, 8 eq.) in water (5 ml) was added and reaction mixture was stirred at room temperature for 4 h. The mixture was concentrated and the residue dissolved in ethyl acetate and washed with water, brine, and then dried over magnesium sulfate, filtered and concentrated. The c...